From a dataset of the Open Reaction Database (ORD), a public repository of structured organic reaction records. describe an organic reaction: reactants, conditions, products, and yield Starting materials: CN1CCCC(=O)CC1, CO, O=C(Nc1ccc(Cl)cn1)c1cc(Cl)ccc1NC(=O)C1CCNCC1. The product is CN1CCCC(N2CCC(C(=O)Nc3ccc(Cl)cc3C(=O)Nc3ccc(Cl)cn3)CC2)CC1. As a reaction SMILES: [CH3:27][N:28]1[CH2:29][CH2:30][C:31](=[O:35])[CH2:32][CH2:33][CH2:34]1.[CH3:36][OH:37].[Cl:1][c:2]1[cH:3][cH:4][c:5]([NH:18][C:19](=[O:20])[CH:21]2[CH2:22][CH2:23][NH:24][CH2:25][CH2:26]2)[c:6]([C:7](=[O:8])[NH:9][c:10]2[n:11][cH:12][c:13]([Cl:16])[cH:14][cH:15]2)[cH:17]1>>[Cl:1][c:2]1[cH:3][cH:4][c:5]([NH:18][C:19](=[O:20])[CH:21]2[CH2:22][CH2:23][N:24]([CH:31]3[CH2:30][CH2:29][N:28]([CH3:27])[CH2:34][CH2:33][CH2:32]3)[CH2:25][CH2:26]2)[c:6]([C:7](=[O:8])[NH:9][c:10]2[n:11][cH:12][c:13]([Cl:16])[cH:14][cH:15]2)[cH:17]1. Starting materials: COC(C)(OC)P(C)(=O)OC, Cl, [Na+], [OH-]. The product is COC(C)(OC)P(C)(=O)[O-], [Na+]. RXN SMILES: [CH3:1][O:2][C:3]([CH3:4])([O:5][CH3:6])[P:7]([O:8][CH3:9])(=[O:10])[CH3:11].[ClH:12].[Na+:14].[OH-:13]>>[CH3:1][O:2][C:3]([CH3:4])([O:5][CH3:6])[P:7](=[O:8])([O-:10])[CH3:11].[Na+:14]. Product: CN(C)CC(C(=O)OCC)=C (ethyl 2-dimethylaminomethylacrylate), ethyl 1,3-bis (dimethylamino) propane-2-carboxylate. Starting materials: C=O (formaldehyde), C(CC(=O)O)(=O)OCC (ethyl hydrogen malonate), CNC (dimethylamine). Conditions: temperature 15 celsius, time 30 minute. Reaction SMILES: [CH2:1]=O.[C:3]([O:9][CH2:10][CH3:11])(=[O:8])[CH2:4][C:5](O)=O.[CH3:12][NH:13][CH3:14]>O>[CH3:12][N:13]([CH2:5][C:4](=[CH2:1])[C:3]([O:9][CH2:10][CH3:11])=[O:8])[CH3:14]. Isolated yield 43.0%. Run in O (water). Reported procedure: Aqueous formaldehyde (161 ml, 37%) was added slowly to a solution of ethyl hydrogen malonate (132g) and dimethylamine (350 ml, 26% aqueous) in water (150 ml) at 15° C. The mixture was stirred at 15° C for 30 minutes, heated slowly to 40° C and stirred for a further 30 minutes. Decarboxylation commenced at 26° C. After cooling, the organic material which had separated as a colourless oil was extracted with ether (3 × 250 ml). The ether extracted was dried over anhydrous sodium sulphate and evapor... Reactants: [N+](=O)([O-])C=1C=C(C=CC1OC)\C=C/C1=CC(=C(C(=C1)OC)OC)OC ((Z)-1-(3-nitro-4-methoxyphenyl)-2-(3,4,5-trimethoxyphenyl) ethene). The reagents and catalysts are [Zn] (zinc). The solvent is C(C)(=O)O (acetic acid). Conditions: time 1 hour. The product is NC=1C=C(C=CC1OC)\C=C/C1=CC(=C(C(=C1)OC)OC)OC ((Z)-1-(3-amino-4-methoxyphenyl)-2-(3,4,5-trimethoxyphenyl)ethene). The yield is 49.1%. RXN SMILES: [N+:1]([C:4]1[CH:5]=[C:6](/[CH:12]=[CH:13]\[C:14]2[CH:19]=[C:18]([O:20][CH3:21])[C:17]([O:22][CH3:23])=[C:16]([O:24][CH3:25])[CH:15]=2)[CH:7]=[CH:8][C:9]=1[O:10][CH3:11])([O-])=O>C(O)(=O)C.[Zn]>[NH2:1][C:4]1[CH:5]=[C:6](/[CH:12]=[CH:13]\[C:14]2[CH:15]=[C:16]([O:24][CH3:25])[C:17]([O:22][CH3:23])=[C:18]([O:20][CH3:21])[CH:19]=2)[CH:7]=[CH:8][C:9]=1[O:10][CH3:11]. Reported procedure: 700 mg of (Z)-1-(3-nitro-4-methoxyphenyl)-2-(3,4,5-trimethoxyphenyl) ethene were dissolved in 35 ml of acetic acid, and 7 g of zinc were added thereto and stirred for one hour. The reaction liquid was filtered, concentrated and purified by silica gel column chromatography (dichloromethane:hexane=2:1 by volume) to obtain 314 mg of the intended compound. The yield was 49.3%. The reactants are ClC1=CC=C(C=C1)C(N1CC(C1)=C(S(=O)(=O)C)C1=CC(=CC=C1)N(C)C(=O)OC(C)(C)C)C1=CC=C(C=C1)Cl (1-[bis(4-chlorophenyl)methyl]-3-{[3-(N-tertbutyloxycarbonyl-N-methylamino)phenyl](methylsulfonyl)methylene}azetidine), solution. Solvent: O1CCOCC1 (dioxane), O1CCOCC1 (dioxane). Yields the product ClC1=CC=C(C=C1)C(N1CC(C1)=C(S(=O)(=O)C)C1=CC(=CC=C1)NC)C1=CC=C(C=C1)Cl (1-[bis(4-chlorophenyl)methyl]-3-[(3-methylaminophenyl)(methylsulfonyl)methylene]azetidine). Yield: 58.0%. As a reaction SMILES: [Cl:1][C:2]1[CH:7]=[CH:6][C:5]([CH:8]([C:33]2[CH:38]=[CH:37][C:36]([Cl:39])=[CH:35][CH:34]=2)[N:9]2[CH2:12][C:11](=[C:13]([C:18]3[CH:23]=[CH:22][CH:21]=[C:20]([N:24](C(OC(C)(C)C)=O)[CH3:25])[CH:19]=3)[S:14]([CH3:17])(=[O:16])=[O:15])[CH2:10]2)=[CH:4][CH:3]=1>O1CCOCC1>[Cl:39][C:36]1[CH:37]=[CH:38][C:33]([CH:8]([C:5]2[CH:6]=[CH:7][C:2]([Cl:1])=[CH:3][CH:4]=2)[N:9]2[CH2:12][C:11](=[C:13]([C:18]3[CH:23]=[CH:22][CH:21]=[C:20]([NH:24][CH3:25])[CH:19]=3)[S:14]([CH3:17])(=[O:16])=[O:15])[CH2:10]2)=[CH:34][CH:35]=1. Procedure details: 2.7 g of 1-[bis(4-chlorophenyl)methyl]-3-{[3-(N-tertbutyloxycarbonyl-N-methylamino)phenyl](methylsulfonyl)methylene}azetidine in 30 cm3 of dioxane and 30 cm3 of a 4.7 N solution of hydrochloric dioxane are stirred for 20 hours. The reaction medium is evaporated to dryness under reduced pressure (2.7 kpa), taken up in 50 cm3 of water and 50 cm3 of ethyl acetate, stirred and neutralized carefully with a saturated aqueous sodium bicarbonate solution. The organic phase is separated, dried over magne... The reactants are CNC(=O)C=1C=C2CC(NC2=CC1)=O (N-methyl-2-oxoindoline-5-carboxamide), N1N=CC2=CC=C(C=C12)C=O (1H-indazole-6-carbaldehyde). Yields the product N1N=CC2=CC=C(C=C12)\C=C/1\C(NC2=CC=C(C=C12)C(=O)NC)=O ((E)-3-((1H-indazol-6-yl)methylene)-N-methyl-2-oxoindoline-5-carboxamide). Reaction SMILES: [CH3:1][NH:2][C:3]([C:5]1[CH:6]=[C:7]2[C:11](=[CH:12][CH:13]=1)[NH:10][C:9](=[O:14])[CH2:8]2)=[O:4].[NH:15]1[C:23]2[C:18](=[CH:19][CH:20]=[C:21]([CH:24]=O)[CH:22]=2)[CH:17]=[N:16]1>>[NH:15]1[C:23]2[C:18](=[CH:19][CH:20]=[C:21](/[CH:24]=[C:8]3/[C:9](=[O:14])[NH:10][C:11]4[C:7]/3=[CH:6][C:5]([C:3]([NH:2][CH3:1])=[O:4])=[CH:13][CH:12]=4)[CH:22]=2)[CH:17]=[N:16]1. Reported procedure: The title compound was synthesized from N-methyl-2-oxoindoline-5-carboxamide (11 mg, 0.0578 mmol) and 1H-indazole-6-carbaldehyde (10 mg, 0.0636 mmol) according to the method described for Example A1 to obtain 3.0 mg, 17%. 1H NMR (400 MHz, d6-DMSO) δ 13.33 (s, 1H), 10.88 (s, 1H), 8.24-8.22 (m, 1H), 8.18 (s, 2H), 7.93-7.88 (m, 2H), 7.84 (s, 1H), 7.72 (d, J=7.9 Hz, 1H), 7.46 (d, J=8.0 Hz, 1H), 6.91 (d, J=8.0 Hz, 1H), 2.68 (d, J=4.0 Hz, 3H); MS ESI 319.1 [M+H]+, calcd for [C18H14N4O2+H]+ 319.12. Starting materials: [Cl-].CC1[Te]C2=C([NH2+]1)C=C(C=C2)SC (2-Methyl-5-methylthio-3H-benzotellurazolium Chloride), C([O-])(O)=O.[Na+] (sodium bicarbonate). Run in O (water). Product: CC=1[Te]C2=C(N1)C=C(C=C2)SC (2-Methyl-5-methylthiobenzotellurazole). As a reaction SMILES: [Cl-].[CH3:2][CH:3]1[NH2+:7][C:6]2[CH:8]=[C:9]([S:12][CH3:13])[CH:10]=[CH:11][C:5]=2[Te:4]1.C(=O)(O)[O-].[Na+]>O>[CH3:2][C:3]1[Te:4][C:5]2[CH:11]=[CH:10][C:9]([S:12][CH3:13])=[CH:8][C:6]=2[N:7]=1 |f:0.1,2.3|. Reported procedure: 2-Methyl-5-methylthiobenzotellurazolium chloride (Example 16) (11.5 g=0.035 mole) was suspended in water and sodium bicarbonate in excess of that stoichiometrically required was added. The free base was extracted into dichloromethane. The organic solution was washed with saturated aqueous sodium sulfate, dried, and evaporated in vacuum to a yellow oil (9.06 g). Upon addition of isopropanol (40 ml) the oil crystallized spontaneously to almost white needles to give 8.18 g, 79.8% of theory, m.p. 64... Product: Cl.C(CC)=C1C(N(C(S1)=O)CCCCSC1=CC=CC=2N1C=CN2)=O (5-propylidene-3-[4-(imidazo[1,2-a]pyridin-5-ylthio)butyl]thiazolidine-2,4-dione hydrochloride). Procedure: To a solution of 1.37 g (3.79 mmol) of 5-propylidene-3-(4-(imidazo[1,2-a]pyridin-5-ylthio)butyl]thiazolidine-2,4-dione in 50 ml of methanol, 0.35 ml of concentrated hydrochloric acid was added. After the solvent was distilled off, the residue was washed with diethyl ether to yield 1.66 g (100%, yellow oily substance) of the desired product. Reaction SMILES: [CH:1](=[C:4]1[S:8][C:7](=[O:9])[N:6]([CH2:10][CH2:11][CH2:12][CH2:13][S:14][C:15]2[N:20]3[CH:21]=[CH:22][N:23]=[C:19]3[CH:18]=[CH:17][CH:16]=2)[C:5]1=[O:24])[CH2:2][CH3:3].[ClH:25]>CO>[ClH:25].[CH:1](=[C:4]1[S:8][C:7](=[O:9])[N:6]([CH2:10][CH2:11][CH2:12][CH2:13][S:14][C:15]2[N:20]3[CH:21]=[CH:22][N:23]=[C:19]3[CH:18]=[CH:17][CH:16]=2)[C:5]1=[O:24])[CH2:2][CH3:3] |f:3.4|. Solvent: CO (methanol). Reactants: C(CC)=C1C(N(C(S1)=O)CCCCSC1=CC=CC=2N1C=CN2)=O (5-propylidene-3-(4-(imidazo[1,2-a]pyridin-5-ylthio)butyl]thiazolidine-2,4-dione), Cl (hydrochloric acid). Starting materials: C(=O)(Cl)Cl (phosgene), NC=1C=CC=C2CC(CNC12)NC(OC(C)(C)C)=O (t-Butyl (8-amino-1,2,3,4-tetrahydro-3-quinolyl)carbamate), CN (methylamine). Solvent: C1CCOC1 (THF), C1CCOC1 (THF). Conditions: time 5 minute. The product is O=C1NC=2C=CC=C3CC(CN1C23)NC(OC(C)(C)C)=O (t-Butyl (1,2,5,6-tetrahydro-2-oxo-4H-imidazo(4,5,1 -ij)quinolin-5-yl)carbamate). Reaction SMILES: [NH2:1][C:2]1[CH:3]=[CH:4][CH:5]=[C:6]2[C:11]=1[NH:10][CH2:9][CH:8]([NH:12][C:13](=[O:19])[O:14][C:15]([CH3:18])([CH3:17])[CH3:16])[CH2:7]2.[C:20](Cl)(Cl)=[O:21].CN>C1COCC1>[O:21]=[C:20]1[N:10]2[C:11]3[C:6]([CH2:7][CH:8]([NH:12][C:13](=[O:19])[O:14][C:15]([CH3:16])([CH3:18])[CH3:17])[CH2:9]2)=[CH:5][CH:4]=[CH:3][C:2]=3[NH:1]1. Procedure details: t-Butyl (8-amino-1,2,3,4-tetrahydro-3-quinolyl)carbamate (2.70 g) was dissolved in THF (100 mL) and stirred while a solution of phosgene in THF (20.7 mL of 0.40 M, 0.093 mol) was added. After 5 minutes, methylamine (2.08 g, 0.020 mol) was added and the solution stirred for an additional 10 minutes. The THF was removed under reduced pressure and the material was partitioned between chloroform (250 mL) and water (20 nil,). The chloroform was washed with 4N sodium hydroxide (5 mL) and evaporated. T... Reactants: O (H2O), COC1=C2CCCC(C2=CC=C1)=O (5-Methoxy-1-tetralone), C(#N)P(OCC)(OCC)=O (diethyl cyanophosphonate), [Li]C#N (LiCN). Solvent: C1CCOC1 (THF). Conditions: temperature 5 celsius, time 45 minute. Product: COC1=C2CCC=C(C2=CC=C1)C#N (5-Methoxy-3,4-dihydronaphthalene-1-carbonitrile). Yield: 339.9%. Reaction SMILES: [CH3:1][O:2][C:3]1[CH:12]=[CH:11][CH:10]=[C:9]2[C:4]=1[CH2:5][CH2:6][CH2:7][C:8]2=O.[Li][C:15]#[N:16].C(P(=O)(OCC)OCC)#N.O>C1COCC1>[CH3:1][O:2][C:3]1[CH:12]=[CH:11][CH:10]=[C:9]2[C:4]=1[CH2:5][CH2:6][CH:7]=[C:8]2[C:15]#[N:16]. Procedure details: 5-Methoxy-1-tetralone (8.80 g) was dissolved in 50 ml of anhydrous THF and cooled to 5° C. under N2 atmosphere. LiCN (0.50g.) was added to the stirred solution, followed by dropwise addition of diethyl cyanophosphonate (9.1 ml) over 10 min. After 45 min at 5° C., the reaction was poured into 200 ml H2O and extracted with EtOAc (3×100 ml). The combined organic extracts were washed with water (3×150 ml), saturated NaCl (150 ml), dried (MgSO4), and evaporated under reduced pressure. The resulting c...